This data is from the Open Reaction Database (ORD), a public repository of structured organic reaction records. The task is: describe an organic reaction: reactants, conditions, products, and yield Reactants: C(C)(C)(C)OC(=O)N1CCC(CC1)NCC1CCN(CC1)C1=CC=C(C=C1)OCC(=O)OC (4-[(1-tert-butyloxycarbonylpiperidin-4-yl)aminomethyl]-1-(4-methoxycarbonylmethyloxyphenyl)piperidine), Cl (hydrochloric acid). Product: Cl.Cl.COC(=O)COC1=CC=C(C=C1)N1CCC(CC1)CNC1CCNCC1 (1-(4-Methoxycarbonylmethyloxyphenyl)-4-[(piperidin-4-yl)aminomethyl]piperidine dihydrochloride). Reaction SMILES: C(OC([N:8]1[CH2:13][CH2:12][CH:11]([NH:14][CH2:15][CH:16]2[CH2:21][CH2:20][N:19]([C:22]3[CH:27]=[CH:26][C:25]([O:28][CH2:29][C:30]([O:32][CH3:33])=[O:31])=[CH:24][CH:23]=3)[CH2:18][CH2:17]2)[CH2:10][CH2:9]1)=O)(C)(C)C.[ClH:34]>>[ClH:34].[ClH:34].[CH3:33][O:32][C:30]([CH2:29][O:28][C:25]1[CH:26]=[CH:27][C:22]([N:19]2[CH2:20][CH2:21][CH:16]([CH2:15][NH:14][CH:11]3[CH2:10][CH2:9][NH:8][CH2:13][CH2:12]3)[CH2:17][CH2:18]2)=[CH:23][CH:24]=1)=[O:31] |f:2.3.4|. Procedure: Prepared from 4-[(1-tert-butyloxycarbonylpiperidin-4-yl)aminomethyl]-1-(4-methoxycarbonylmethyloxyphenyl)piperidine and ethereal hydrochloric acid. The reactants are C[C@@H]1CC[C@H]2C[C@@H](/C(=C/C=C/C=C/[C@H](C[C@H](C(=O)[C@@H]([C@@H](/C(=C/[C@H](C(=O)C[C@H](OC(=O)[C@@H]3CCCCN3C(=O)C(=O)[C@@]1(O2)O)[C@H](C)C[C@@H]4CC[C@H]([C@@H](C4)OC)O)C)/C)O)OC)C)C)/C)OC (rapamycin), C(C)(=O)OCC (ethyl acetate), N1=C(C=CC=C1C)C (2,6-lutidine), S(=O)(=O)(C(F)(F)F)OCCOCC (2-ethoxyethanol triflate). Solvent: C1(=CC=CC=C1)C (toluene). Run at time 90 minute. The product is CCOCCO[C@@H]1CCC(C[C@H]1OC)C[C@@H](C)C2CC(=O)[C@@H](/C=C(/[C@H]([C@H](C(=O)[C@@H](CC(/C=C/C=C/C=C(/[C@H](C[C@@H]3CC[C@H]([C@@](O3)(C(=O)C(=O)N4CCCC[C@H]4C(=O)O2)O)C)OC)\C)C)C)OC)O)\C)C (42-O-(2-ethoxyethyl) rapamycin). Isolated yield 19.5%. As a reaction SMILES: [CH3:1][C@H:2]1[C@@:41]2([OH:43])[O:42][C@H:5]([CH2:6][C@H:7]([O:64][CH3:65])[C:8]([CH3:63])=[CH:9][CH:10]=[CH:11][CH:12]=[CH:13][C@@H:14]([CH3:62])[CH2:15][C@@H:16]([CH3:61])[C:17]([C@H:19]([O:59][CH3:60])[C@H:20]([OH:58])[C:21]([CH3:57])=[CH:22][C@@H:23]([CH3:56])[C:24]([CH2:26][C@@H:27]([C@@H:44]([CH2:46][C@H:47]3[CH2:52][C@@H:51]([O:53][CH3:54])[C@H:50]([OH:55])[CH2:49][CH2:48]3)[CH3:45])[O:28][C:29]([C@H:31]3[N:36]([C:37]([C:39]2=[O:40])=[O:38])[CH2:35][CH2:34][CH2:33][CH2:32]3)=[O:30])=[O:25])=[O:18])[CH2:4][CH2:3]1.N1C(C)=CC=CC=1C.S(O[CH2:82][CH2:83][O:84][CH2:85][CH3:86])(C(F)(F)F)(=O)=O.C(OCC)(=O)C>C1(C)C=CC=CC=1>[CH3:82][CH2:83][O:84][CH2:85][CH2:86][O:55][C@H:50]1[C@H:51]([O:53][CH3:54])[CH2:52][CH:47]([CH2:46][C@H:44]([CH:27]2[O:28][C:29](=[O:30])[C@H:31]3[N:36]([CH2:35][CH2:34][CH2:33][CH2:32]3)[C:37](=[O:38])[C:39](=[O:40])[C@:41]3([OH:43])[O:42][C@@H:5]([CH2:4][CH2:3][C@H:2]3[CH3:1])[CH2:6][C@H:7]([O:64][CH3:65])[C:8]([CH3:63])=[CH:9][CH:10]=[CH:11][CH:12]=[CH:13][CH:14]([CH3:62])[CH2:15][C@@H:16]([CH3:61])[C:17](=[O:18])[C@H:19]([O:59][CH3:60])[C@H:20]([OH:58])[C:21]([CH3:57])=[CH:22][C@@H:23]([CH3:56])[C:24](=[O:25])[CH2:26]2)[CH3:45])[CH2:48][CH2:49]1. Procedure: To a stirred solution of 1 g rapamycin, and 7.66 g 2,6-lutidine in 14.65 mL toluene held at 60° C. was added 5.81 g 2-ethoxyethanol triflate. Stirring was continued for 90 minutes after which 50 mL ethyl acetate was added to the reaction and the solution was washed with 50 mL 1M HCl. The organic material was washed with D.I. water until pH of wash solution was neutral and the organic solution was dried over anhydrous sodium sulfate, filtered, and concentrated. The residue was purified by flash c... Reactants: Oc1ccc(Br)c(C2OCCCO2)c1, CCCCP(CCCC)CCCC, COC(=O)c1ccc(C(O)CC(C)C)cc1, Cc1ccccc1, O=C(N=NC(=O)N1CCCCC1)N1CCCCC1. The product is COC(=O)c1ccc(C(CC(C)C)Oc2ccc(Br)c(C3OCCCO3)c2)cc1. As a reaction SMILES: [Br:48][c:49]1[c:50]([CH:56]2[O:57][CH2:58][CH2:59][CH2:60][O:61]2)[cH:51][c:52]([OH:55])[cH:53][cH:54]1.[CH2:35]([P:36]([CH2:37][CH2:38][CH2:39][CH3:40])[CH2:41][CH2:42][CH2:43][CH3:44])[CH2:45][CH2:46][CH3:47].[CH3:1][O:2][C:3]([c:4]1[cH:5][cH:6][c:7]([CH:10]([CH2:11][CH:12]([CH3:13])[CH3:14])[OH:15])[cH:8][cH:9]1)=[O:16].[CH3:62][c:63]1[cH:64][cH:65][cH:66][cH:67][cH:68]1.[N:17]([C:18]([N:19]1[CH2:20][CH2:21][CH2:22][CH2:23][CH2:24]1)=[O:25])=[N:26][C:27]([N:28]1[CH2:29][CH2:30][CH2:31][CH2:32][CH2:33]1)=[O:34]>>[CH3:1][O:2][C:3]([c:4]1[cH:5][cH:6][c:7]([CH:10]([CH2:11][CH:12]([CH3:13])[CH3:14])[O:15][c:52]2[cH:51][c:50]([CH:56]3[O:57][CH2:58][CH2:59][CH2:60][O:61]3)[c:49]([Br:48])[cH:54][cH:53]2)[cH:8][cH:9]1)=[O:16].